From a dataset of the Open Reaction Database (ORD), a public repository of structured organic reaction records. describe an organic reaction: reactants, conditions, products, and yield Reactants: ClCCl, CC(C)=O, COC(=O)Cl, [K+], [OH-], Cc1cccc(O)c1CNc1cccn2c(C)c(C)nc12. The product is Cl, COC(=O)Oc1cccc(C)c1CNc1cccn2c(C)c(C)nc12. RXN SMILES: [CH2:29]([Cl:30])[Cl:31].[CH3:32][C:33](=[O:34])[CH3:35].[Cl:24][C:25](=[O:26])[O:27][CH3:28].[K+:23].[OH-:22].[OH:1][c:2]1[c:3]([CH2:4][NH:5][c:6]2[c:7]3[n:8]([cH:9][cH:10][cH:11]2)[c:12]([CH3:16])[c:13]([CH3:15])[n:14]3)[c:17]([CH3:21])[cH:18][cH:19][cH:20]1>>[ClH:24].[O:1]([c:2]1[c:3]([CH2:4][NH:5][c:6]2[c:7]3[n:8]([cH:9][cH:10][cH:11]2)[c:12]([CH3:16])[c:13]([CH3:15])[n:14]3)[c:17]([CH3:21])[cH:18][cH:19][cH:20]1)[C:25](=[O:26])[O:27][CH3:28]. The reactants are C(C1=CC=CC=C1)O[C@H]1CC(SCC2=CC=CC=C2)S[C@@H]1COCC1=CC=CC=C1 (benzyl 3,5-di-O-benzyl-2-deoxy-1,4-dithio-D-erythro-pentofuranoside), [Si](C)(C)(C)N1C(=O)NC(=O)C(C)=C1 (TMS-thymine), mercuric bromide. Reagents/catalysts: C([O-])([O-])=O.[Cd+2] (cadmium carbonate). Solvent: C1(=CC=CC=C1)C (toluene). Conditions: time 30 minute. The product is C(C1=CC=CC=C1)O[C@H]1C[C@@H](S[C@@H]1COCC1=CC=CC=C1)N1C(=O)NC(=O)C(C)=C1 (3',5'-di-O-benzyl-4'-thio-thymidine). As a reaction SMILES: [CH2:1]([O:8][C@@H:9]1[C@@H:21]([CH2:22][O:23][CH2:24][C:25]2[CH:30]=[CH:29][CH:28]=[CH:27][CH:26]=2)[S:20][CH:11](SCC2C=CC=CC=2)[CH2:10]1)[C:2]1[CH:7]=[CH:6][CH:5]=[CH:4][CH:3]=1.[Si]([N:35]1[CH:43]=[C:41]([CH3:42])[C:39](=[O:40])[NH:38][C:36]1=[O:37])(C)(C)C>C(=O)([O-])[O-].[Cd+2].C1(C)C=CC=CC=1>[CH2:1]([O:8][C@@H:9]1[C@@H:21]([CH2:22][O:23][CH2:24][C:25]2[CH:26]=[CH:27][CH:28]=[CH:29][CH:30]=2)[S:20][C@@H:11]([N:35]2[CH:43]=[C:41]([CH3:42])[C:39](=[O:40])[NH:38][C:36]2=[O:37])[CH2:10]1)[C:2]1[CH:3]=[CH:4][CH:5]=[CH:6][CH:7]=1 |f:2.3|. Procedure: A suspension of benzyl 3,5-di-O-benzyl-2-deoxy-1,4-dithio-D-erythro-pentofuranoside (22.5 g, 51.6 mmol), his TMS-thymine (46 g, 170 mmol), mercuric bromide (20.5 g, 56.7 mmol), cadmium carbonate (29.3 g, 170 mmol) and dry toluene (1L) was boiled under reflux, with stiring, for 24 hours. The hot mixture was then filtered and the solids were washed with toluene. The filtrate was successively washed with potassium iodide solution (30%) and water and then evaporated. The residue was taken up in 4:1 ... The reactants are Cl.Cl.NC1=CC(=C(C(=O)NCC2CCNCC2)C=C1Cl)OC (4-Amino-5-chloro-2-methoxy-N-(piperidin-4-ylmethyl)benzamide dihydrochloride), C1OC=2C=C(C=CC2O1)COCCCCBr (4-((3,4-methylenedioxyphenyl)methoxy)butyl bromide). Procedure details: 4-Amino-5-chloro-2-methoxy-N-(piperidin-4-ylmethyl)benzamide dihydrochloride as starting compound and 4-((3,4-methylenedioxyphenyl)methoxy)butyl bromide are reacted and treated in the same manner as in Example 168 to give 4-amino-5-chloro-N-((1-(4-((3,4-methylenedioxyphenyl)methoxy)butyl)piperidin-4-yl)methyl)-2-methoxybenzamide. As a reaction SMILES: Cl.Cl.[NH2:3][C:4]1[C:19]([Cl:20])=[CH:18][C:7]([C:8]([NH:10][CH2:11][CH:12]2[CH2:17][CH2:16][NH:15][CH2:14][CH2:13]2)=[O:9])=[C:6]([O:21][CH3:22])[CH:5]=1.[CH2:23]1[O:31][C:30]2[CH:29]=[CH:28][C:27]([CH2:32][O:33][CH2:34][CH2:35][CH2:36][CH2:37]Br)=[CH:26][C:25]=2[O:24]1>>[NH2:3][C:4]1[C:19]([Cl:20])=[CH:18][C:7]([C:8]([NH:10][CH2:11][CH:12]2[CH2:13][CH2:14][N:15]([CH2:37][CH2:36][CH2:35][CH2:34][O:33][CH2:32][C:27]3[CH:28]=[CH:29][C:30]4[O:31][CH2:23][O:24][C:25]=4[CH:26]=3)[CH2:16][CH2:17]2)=[O:9])=[C:6]([O:21][CH3:22])[CH:5]=1 |f:0.1.2|. Yields the product NC1=CC(=C(C(=O)NCC2CCN(CC2)CCCCOCC2=CC3=C(C=C2)OCO3)C=C1Cl)OC (4-amino-5-chloro-N-((1-(4-((3,4-methylenedioxyphenyl)methoxy)butyl)piperidin-4-yl)methyl)-2-methoxybenzamide). Starting materials: Cc1c(C=O)[nH]c2c1C(=O)N(CCN(C)C)CCC2, O=C1Cc2cc(F)c(NCc3ccc(F)cc3)cc2N1. Product: Cc1c(C=C2C(=O)Nc3cc(NCc4ccc(F)cc4)c(F)cc32)[nH]c2c1C(=O)N(CCN(C)C)CCC2. RXN SMILES: [CH3:1][N:2]([CH2:3][CH2:4][N:5]1[C:6](=[O:18])[c:7]2[c:8]([nH:12][c:13]([CH:16]=[O:17])[c:14]2[CH3:15])[CH2:9][CH2:10][CH2:11]1)[CH3:19].[F:20][c:21]1[cH:22][c:23]2[c:27]([cH:28][c:29]1[NH:30][CH2:31][c:32]1[cH:33][cH:34][c:35]([F:38])[cH:36][cH:37]1)[NH:26][C:25](=[O:39])[CH2:24]2>>[CH3:1][N:2]([CH2:3][CH2:4][N:5]1[C:6](=[O:18])[c:7]2[c:8]([nH:12][c:13]([CH:16]=[C:24]3[c:23]4[cH:22][c:21]([F:20])[c:29]([NH:30][CH2:31][c:32]5[cH:33][cH:34][c:35]([F:38])[cH:36][cH:37]5)[cH:28][c:27]4[NH:26][C:25]3=[O:39])[c:14]2[CH3:15])[CH2:9][CH2:10][CH2:11]1)[CH3:19]. Reactants: FC(C1=C(C=CC=C1)N1C=NC=C1)(F)F (2-(trifluoromethyl)phenyl-1H-imidazole), [C-]#N.[Na+] (NaCN). Run in CN(C)C=O (DMF). Run at temperature 100 celsius, time 12 hour. The product is FC(C1=C(C=CC=C1)N1C=NC(=C1)C#N)(F)F (2-(trifluoromethyl)phenyl-1H-imidazole-4-carbonitrile). The yield is 59.4%. Reaction SMILES: [F:1][C:2]([F:15])([F:14])[C:3]1[CH:8]=[CH:7][CH:6]=[CH:5][C:4]=1[N:9]1[CH:13]=[CH:12][N:11]=[CH:10]1.[C-:16]#[N:17].[Na+]>CN(C=O)C>[F:15][C:2]([F:14])([F:1])[C:3]1[CH:8]=[CH:7][CH:6]=[CH:5][C:4]=1[N:9]1[CH:13]=[C:12]([C:16]#[N:17])[N:11]=[CH:10]1 |f:1.2|. Procedure: A mixture of 4-(chloromethyl)-1-(3′-methylsulfonyl)biphenyl-4-yl)-2-(2-(trifluoromethyl)phenyl-1H-imidazole (1.1 g), NaCN (1.2 g, 24.5 mmol), and dry DMF was stirred at 100° C. for 12 h. The solvent was removed in vacuo, and the residue was partitioned between water and EtOAc, the phases were separated, and the aqueous phase was extracted with EtOAc. The combined extracts were washed with water, brine, dried over sodium sulfate, and evaporated in vacuo. The crude product was purified by flash ch... RXN SMILES: [CH2:1]([O:8][C:9](=[O:29])[NH:10][C@@H:11]([CH3:28])[CH2:12][N:13]1[C:21]2[C:16](=[CH:17][CH:18]=[C:19]3[O:24][C:23]([C:25](=O)[NH2:26])=[CH:22][C:20]3=2)[CH:15]=[N:14]1)[C:2]1[CH:7]=[CH:6][CH:5]=[CH:4][CH:3]=1.S(Cl)(Cl)=O.[N-:34]=[N+:35]=[N-].[Na+]>ClCCl.CS(C)=O>[CH2:1]([O:8][C:9](=[O:29])[NH:10][C@@H:11]([CH3:28])[CH2:12][N:13]1[C:21]2[C:16](=[CH:17][CH:18]=[C:19]3[O:24][C:23]([CH2:25][N:26]=[N+:34]=[N-:35])=[CH:22][C:20]3=2)[CH:15]=[N:14]1)[C:2]1[CH:7]=[CH:6][CH:5]=[CH:4][CH:3]=1 |f:2.3|. The solvent is ClCCl (dichloromethane), CS(=O)C (DMSO). Reactants: S(=O)(Cl)Cl (thionyl chloride), C(C1=CC=CC=C1)OC(N[C@H](CN1N=CC2=CC=C3C(=C12)C=C(O3)C(N)=O)C)=O ([(S)-2-(7-Carbamoyl-furo[2,3-g]indazol-1-yl)-1-methylethyl]-carbamic acid benzyl ester), [N-]=[N+]=[N-].[Na+] (sodium azide). Conditions: time 30 minute. The product is C(C1=CC=CC=C1)OC(N[C@H](CN1N=CC2=CC=C3C(=C12)C=C(O3)CN=[N+]=[N-])C)=O ([(S)-2-(7-Azidomethyl-furo[2,3-g]indazol-1-yl)-1-methylethyl]-carbamic acid benzyl ester). Reported procedure: A suspension of the product from Example 3, Step B (2.80 g, 7.39 mmol) in dichloromethane (30 mL) was cooled (ice bath), thionyl chloride (0.81 mL, 11.1 mmol) was added and the mixture was stirred for 30 minutes. During the reaction the white suspension dissolved to a yellow solution and then became a white suspension. The reaction was evaporated. The residue was treated with a solution of sodium azide (5 eq, 37 mmol, 2.4 g) in DMSO (40 mL, heated at 70° C. to dissolve) with stirring and let coo...